Dataset: the Open Reaction Database (ORD), a public repository of structured organic reaction records. Task: describe an organic reaction: reactants, conditions, products, and yield Product: O=C(NCC(F)(F)F)N1CCc2ccccc2C1c1ccc(C(F)(F)F)cc1. Reactants: CC#N, FC(F)(F)c1ccc(C2NCCc3ccccc32)cc1, O=C(NCC(F)(F)F)Oc1ccc([N+](=O)[O-])cc1. RXN SMILES: [CH3:39][C:40]#[N:41].[F:1][C:2]([c:3]1[cH:4][cH:5][c:6]([CH:9]2[NH:10][CH2:11][CH2:12][c:13]3[cH:14][cH:15][cH:16][cH:17][c:18]32)[cH:7][cH:8]1)([F:19])[F:20].[F:21][C:22]([CH2:23][NH:24][C:25]([O:26][c:28]1[cH:29][cH:30][c:31]([N+:32]([O-:33])=[O:34])[cH:35][cH:36]1)=[O:27])([F:37])[F:38]>>[F:1][C:2]([c:3]1[cH:4][cH:5][c:6]([CH:9]2[N:10]([C:25]([NH:24][CH2:23][C:22]([F:21])([F:37])[F:38])=[O:26])[CH2:11][CH2:12][c:13]3[cH:14][cH:15][cH:16][cH:17][c:18]32)[cH:7][cH:8]1)([F:19])[F:20]. The reactants are CCOc1ccc(Cc2cc(Br)c(CCCO)cc2Cl)cc1, CC#CCBr, C1CCOC1, [H-], [Na+]. Product: CC#CCOCCCc1cc(Cl)c(Cc2ccc(OCC)cc2)cc1Br. Reaction SMILES: [Br:1][c:2]1[c:3]([CH2:19][CH2:20][CH2:21][OH:22])[cH:4][c:5]([Cl:18])[c:6]([CH2:8][c:9]2[cH:10][cH:11][c:12]([O:15][CH2:16][CH3:17])[cH:13][cH:14]2)[cH:7]1.[Br:25][CH2:26][C:27]#[C:28][CH3:29].[CH2:30]1[O:31][CH2:32][CH2:33][CH2:34]1.[H-:24].[Na+:23]>>[Br:1][c:2]1[c:3]([CH2:19][CH2:20][CH2:21][O:22][CH2:26][C:27]#[C:28][CH3:29])[cH:4][c:5]([Cl:18])[c:6]([CH2:8][c:9]2[cH:10][cH:11][c:12]([O:15][CH2:16][CH3:17])[cH:13][cH:14]2)[cH:7]1. The reactants are CC=1C(=CC(=NC1)C(=O)C1=CC=CC2=CC=CC=C12)N1CCCCC1 (5-methyl-2-(1-napthoyl)-4-piperidinopyridine), O.NN (hydrazine hydrate), O (water), [OH-].[K+] (Potassium hydroxide). The solvent is C(COCCOCCO)O (triethylene glycol). Reaction conditions: temperature 120 celsius, time 1.5 hour. Yields the product CC=1C=CC(NC1)(N1CCCCC1)CC1=CC=CC2=CC=CC=C12 (5-methyl-2-(1-naphthylmethyl)-2-piperidinopyridine). RXN SMILES: [CH3:1][C:2]1[C:3](N2CCCCC2)=[CH:4][C:5]([C:8]([C:10]2[C:19]3[C:14](=[CH:15][CH:16]=[CH:17][CH:18]=3)[CH:13]=[CH:12][CH:11]=2)=O)=[N:6][CH:7]=1.O.NN.[OH-].[K+].O>C(O)COCCOCCO>[CH3:1][C:2]1[CH:3]=[CH:4][C:5]([CH2:8][C:10]2[C:19]3[C:14](=[CH:15][CH:16]=[CH:17][CH:18]=3)[CH:13]=[CH:12][CH:11]=2)([N:6]2[CH2:7][CH2:2][CH2:3][CH2:4][CH2:5]2)[NH:6][CH:7]=1 |f:1.2,3.4|. Procedure: To a solution of 5-methyl-2-(1-napthoyl)-4-piperidinopyridine in 1 ml of triethylene glycol was added 30 mg of 100% hydrazine hydrate, and the mixture was stirred at 120° C. for 1.5 hours. Potassium hydroxide (42 mg) was added to the reaction mixture, and the mixture was heated at about 200° C. for 1 hour. The reaction mixture was poured into water, and extracted with ether. The ether layer was washed with water, dried and concentrated under reduced pressure. The residue was purified by silica g... Starting materials: CC1=CC=C(C=C1)S(=O)(=O)OC[C@@H](C=C)OC1=C(C(=CC=C1C=CC)Cl)C1=C(C=CC=C1)Cl ((2R)-2-(2′,6-dichloro-3-(prop-1-enyl)biphenyl-2-yloxy)but-3-enyl 4-methylbenzenesulfonate). The reagents and catalysts are C1CCC(CC1)P(C2CCCCC2)C3CCCCC3.C1CCC(CC1)P(C2CCCCC2)C3CCCCC3.C1=CC=C(C=C1)C=[Ru](Cl)Cl (benzylidene-bis(tricyclohexylphosphine)dichlororuthenium). Solvent: ClCCCl (1,2-dichloroethane). Run at time 8 hour. The product is CC1=CC=C(C=C1)S(=O)(=O)OC[C@@H]1OC2=C(C(=CC=C2C=C1)Cl)C1=C(C=CC=C1)Cl (((2R)-7-chloro-8-(2-chlorophenyl)-2H-chromen-2-yl)methyl 4-methylbenzenesulfonate). Yield: 78.2%. As a reaction SMILES: [CH3:1][C:2]1[CH:7]=[CH:6][C:5]([S:8]([O:11][CH2:12][C@H:13]([O:16][C:17]2[C:22]([CH:23]=CC)=[CH:21][CH:20]=[C:19]([Cl:26])[C:18]=2[C:27]2[CH:32]=[CH:31][CH:30]=[CH:29][C:28]=2[Cl:33])[CH:14]=C)(=[O:10])=[O:9])=[CH:4][CH:3]=1>ClCCCl.C1CCC(P(C2CCCCC2)C2CCCCC2)CC1.C1CCC(P(C2CCCCC2)C2CCCCC2)CC1.C1C=CC(C=[Ru](Cl)Cl)=CC=1>[CH3:1][C:2]1[CH:3]=[CH:4][C:5]([S:8]([O:11][CH2:12][C@H:13]2[CH:14]=[CH:23][C:22]3[C:17](=[C:18]([C:27]4[CH:32]=[CH:31][CH:30]=[CH:29][C:28]=4[Cl:33])[C:19]([Cl:26])=[CH:20][CH:21]=3)[O:16]2)(=[O:9])=[O:10])=[CH:6][CH:7]=1 |f:2.3.4|. Procedure details: To a solution of (2R)-2-(2′,6-dichloro-3-(prop-1-enyl)biphenyl-2-yloxy)but-3-enyl 4-methylbenzenesulfonate (3.0 g, 5.96 mmol) in 1,2-dichloroethane (60 mL) was added benzylidene-bis(tricyclohexylphosphine)dichlororuthenium (1.5 g, 1.82 mmol) and the resulting mixture was stirred at room temperature overnight. The solvent was removed under reduced pressure. Purification by ISCO using a solvent gradient of 0 to 20% ethyl acetate in hexanes provided 2.15 g (78%) of ((2R)-7-chloro-8-(2-chlorophenyl)...